Dataset: the Open Reaction Database (ORD), a public repository of structured organic reaction records. Task: describe an organic reaction: reactants, conditions, products, and yield The reactants are [Br-], ClCCl, Fc1ccc([Mg+])cc1, O=S(Cl)Cl, O=C1CCC(N2CCC(Cc3ccccc3)CC2)CC1. Product: Fc1ccc(C2=CCC(N3CCC(Cc4ccccc4)CC3)CC2)cc1. As a reaction SMILES: [Br-:1].[Cl:34][CH2:35][Cl:36].[F:2][c:3]1[cH:4][cH:5][c:6]([Mg+:9])[cH:7][cH:8]1.[S:30]([Cl:31])([Cl:32])=[O:33].[c:10]1([CH2:16][CH:17]2[CH2:18][CH2:19][N:20]([CH:23]3[CH2:24][CH2:25][C:26](=[O:29])[CH2:27][CH2:28]3)[CH2:21][CH2:22]2)[cH:11][cH:12][cH:13][cH:14][cH:15]1>>[F:2][c:3]1[cH:4][cH:5][c:6]([C:26]2=[CH:25][CH2:24][CH:23]([N:20]3[CH2:19][CH2:18][CH:17]([CH2:16][c:10]4[cH:11][cH:12][cH:13][cH:14][cH:15]4)[CH2:22][CH2:21]3)[CH2:28][CH2:27]2)[cH:7][cH:8]1. The reactants are CCOC(=O)OCC, CCOC(=O)Cc1ccc(OC)cc1, CN(C)C=O, Cl, O. Product: CCOC(=O)C(C(=O)OCC)c1ccc(OC)cc1. As a reaction SMILES: [C:15]([O:16][CH2:17][CH3:18])([O:19][CH2:21][CH3:22])=[O:20].[CH3:1][O:2][c:3]1[cH:4][cH:5][c:6]([CH2:9][C:10](=[O:11])[O:12][CH2:13][CH3:14])[cH:7][cH:8]1.[CH3:25][N:26]([CH3:27])[CH:28]=[O:29].[ClH:24].[OH2:23]>>[CH3:1][O:2][c:3]1[cH:4][cH:5][c:6]([CH:9]([C:10](=[O:11])[O:12][CH2:13][CH3:14])[C:15]([O:16][CH2:17][CH3:18])=[O:19])[cH:7][cH:8]1. Starting materials: C[Si](C)(C)[N-][Si](C)(C)C.[K+] (KHMDS), C(C)(=O)O (acetic acid), ClC=1C=CC2=C(C(=NCC(N2C)=O)C=2C=NC=CC2)C1 (7-chloro-1,3-dihydro-1-methyl-5-(3-pyridinyl)-2H-1,4-benzodiazepin-2-one), CC(C)C1=CC(=C(C(=C1)C(C)C)S(=O)(=O)N=[N+]=[N-])C(C)C (trisyl azide). Product: N(=[N+]=[N-])C1C(N(C2=C(C(=N1)C=1C=NC=CC1)C=C(C=C2)Cl)C)=O (3-Azido-7-chloro-1,3-dihydro-1-methyl-5-(3-pyridinyl)-2H-1,4benzodiazepin-2-one). The yield is 90.2%. As a reaction SMILES: C[Si]([N-][Si](C)(C)C)(C)C.[K+].[Cl:11][C:12]1[CH:13]=[CH:14][C:15]2[N:21]([CH3:22])[C:20](=[O:23])[CH2:19][N:18]=[C:17]([C:24]3[CH:25]=[N:26][CH:27]=[CH:28][CH:29]=3)[C:16]=2[CH:30]=1.CC(C1C=C(C(C)C)C(S([N:46]=[N+:47]=[N-:48])(=O)=O)=C(C(C)C)C=1)C.C(O)(=O)C>>[N:46]([CH:19]1[N:18]=[C:17]([C:24]2[CH:25]=[N:26][CH:27]=[CH:28][CH:29]=2)[C:16]2[CH:30]=[C:12]([Cl:11])[CH:13]=[CH:14][C:15]=2[N:21]([CH3:22])[C:20]1=[O:23])=[N+:47]=[N-:48] |f:0.1|. Reported procedure: As illustrated in the scheme above and following General Procedure 6, KHMDS (10.5 mL of 0.5 M in toluene, 5.25 mmol), 7-chloro-1,3-dihydro-1-methyl-5-(3-pyridinyl)-2H-1,4-benzodiazepin-2-one (1.43 g, 4.99 mmol), trisyl azide (3.86 g, 12.5 mmol) and acetic acid (1.26 mL, 22.0 mmol) were combined. After workup, purification of the crude product by silica gel column chromatography (1:1 CH2Cl2:EtOAc) provided the title compound as a yellow foam (1.47 g, 90%). 1H-NMR (CDCl3): δ 8.80 (s, 1H), 8.76 (d,... Starting materials: [I-].C(C)[N+]1(C(CCC2CCCCC12)C)CC (N,N-diethyl-2-methyldecahydro-quinolinium iodide), O (water). Yields the product [OH-].C(C)[N+]1(C(CCC2CCCCC12)C)CC (N,N-Diethyl-2-methyldecahydroquinolinium hydroxide), C(C)[N+]1(C(CCC2CCCCC12)C)CC (N,N-diethyl-2-methyldecahydro-quinolinium). Procedure: The hydroxide version of N,N-diethyl-2-methyldecahydro-quinolinium cation was prepared by ion exchange as described in the procedure below. To a solution of 20 gm (0.06 mol) of N,N-diethyl-2-methyldecahydro-quinolinium iodide in 80 ml water, 80 gm of OH-ion exchange resin (BIO RAD® AGI-X8) was added, and the resulting mixture was allowed to gently stir at room temperature for few hours. The mixture was filtered and the ion exchange resin was rinsed with additional 30 ml water (to ensure removing... RXN SMILES: [I-].[CH2:2]([N+:4]1([CH2:15][CH3:16])[CH:13]2[CH:8]([CH2:9][CH2:10][CH2:11][CH2:12]2)[CH2:7][CH2:6][CH:5]1[CH3:14])[CH3:3].[OH2:17]>>[OH-:17].[CH2:15]([N+:4]1([CH2:2][CH3:3])[CH:13]2[CH:8]([CH2:9][CH2:10][CH2:11][CH2:12]2)[CH2:7][CH2:6][CH:5]1[CH3:14])[CH3:16].[CH2:15]([N+:4]1([CH2:2][CH3:3])[CH:13]2[CH:8]([CH2:9][CH2:10][CH2:11][CH2:12]2)[CH2:7][CH2:6][CH:5]1[CH3:14])[CH3:16] |f:0.1,3.4|. The reactants are CC(C)(C)OC(=O)NC1=NC(C)(c2cccc(N)c2)COC1, ClCCCl, CCN(C(C)C)C(C)C, ClCCl, O=C(O)c1ccco1, On1nnc2ccccc21. Yields the product CC(C)(C)OC(=O)NC1=NC(C)(c2cccc(NC(=O)c3ccco3)c2)COC1. Reaction SMILES: [C:1]([CH3:2])([CH3:3])([CH3:4])[O:5][C:6]([NH:7][C:8]1=[N:13][C:12]([CH3:14])([c:15]2[cH:16][c:17]([NH2:21])[cH:18][cH:19][cH:20]2)[CH2:11][O:10][CH2:9]1)=[O:22].[CH2:50]([Cl:51])[CH2:52][Cl:53].[CH:41]([N:42]([CH2:43][CH3:44])[CH:45]([CH3:46])[CH3:47])([CH3:48])[CH3:49].[Cl:54][CH2:55][Cl:56].[OH:23][C:24](=[O:25])[c:26]1[cH:27][cH:28][cH:29][o:30]1.[OH:31][n:32]1[c:33]2[c:34]([cH:35][cH:36][cH:37][cH:38]2)[n:39][n:40]1>>[C:1]([CH3:2])([CH3:3])([CH3:4])[O:5][C:6]([NH:7][C:8]1=[N:13][C:12]([CH3:14])([c:15]2[cH:16][c:17]([NH:21][C:24](=[O:23])[c:26]3[cH:27][cH:28][cH:29][o:30]3)[cH:18][cH:19][cH:20]2)[CH2:11][O:10][CH2:9]1)=[O:22]. Reactants: CCOC(=O)C1CC1(CC)c1ccc(C(F)(F)F)cc1, CCO, [Na+], [OH-]. Product: CCC1(c2ccc(C(F)(F)F)cc2)CC1C(=O)O. Reaction SMILES: [CH2:1]([CH3:2])[C:3]1([c:11]2[cH:12][cH:13][c:14]([C:17]([F:18])([F:19])[F:20])[cH:15][cH:16]2)[CH:4]([C:6](=[O:7])[O:8][CH2:9][CH3:10])[CH2:5]1.[CH3:23][CH2:24][OH:25].[Na+:22].[OH-:21]>>[CH2:1]([CH3:2])[C:3]1([c:11]2[cH:12][cH:13][c:14]([C:17]([F:18])([F:19])[F:20])[cH:15][cH:16]2)[CH:4]([C:6](=[O:7])[OH:8])[CH2:5]1. The reactants are O=C([O-])[O-], CN(C)C=O, Clc1ccccn1, [K+], [K+], O, Oc1ccc(S)cc1. Product: Oc1ccc(Sc2ccccn2)cc1. As a reaction SMILES: [C:16](=[O:17])([O-:18])[O-:19].[CH3:22][N:23]([CH3:24])[CH:25]=[O:26].[Cl:9][c:10]1[n:11][cH:12][cH:13][cH:14][cH:15]1.[K+:20].[K+:21].[OH2:27].[OH:1][c:2]1[cH:3][cH:4][c:5]([SH:8])[cH:6][cH:7]1>>[OH:1][c:2]1[cH:3][cH:4][c:5]([S:8][c:10]2[n:11][cH:12][cH:13][cH:14][cH:15]2)[cH:6][cH:7]1. The reactants are BrC1=C(C=CC(=C1)F)C1N=C(NC(=C1C(=O)OCC)C)C=1SC(=NN1)C (Ethyl 4-(2-bromo-4-fluorophenyl)-6-methyl-2-(5-methyl-1,3,4-thiadiazol-2-yl)-1,4-dihydropyrimidine-5-carboxylate), C1CC(=O)N(C1=O)Br (NBS). Yields the product BrC1=C(C=CC(=C1)F)C1N=C(NC(=C1C(=O)OCC)CBr)C=1SC(=NN1)C (Ethyl 4-(2-bromo-4-fluorophenyl)-6-(bromomethyl)-2-(5-methyl-1,3,4-thiadiazol-2-yl)-1,4-dihydropyrimidine-5-carboxylate). The yield is 70.4%. RXN SMILES: [Br:1][C:2]1[CH:7]=[C:6]([F:8])[CH:5]=[CH:4][C:3]=1[CH:9]1[C:14]([C:15]([O:17][CH2:18][CH3:19])=[O:16])=[C:13]([CH3:20])[NH:12][C:11]([C:21]2[S:22][C:23]([CH3:26])=[N:24][N:25]=2)=[N:10]1.C1C(=O)N([Br:34])C(=O)C1>>[Br:1][C:2]1[CH:7]=[C:6]([F:8])[CH:5]=[CH:4][C:3]=1[CH:9]1[C:14]([C:15]([O:17][CH2:18][CH3:19])=[O:16])=[C:13]([CH2:20][Br:34])[NH:12][C:11]([C:21]2[S:22][C:23]([CH3:26])=[N:24][N:25]=2)=[N:10]1. Reported procedure: Ethyl 4-(2-bromo-4-fluorophenyl)-6-methyl-2-(5-methyl-1,3,4-thiadiazol-2-yl)-1,4-dihydropyrimidine-5-carboxylate (0.88 g, 2 mmol) was reacted with NBS (0.36 g, 2 mmol) according to the procedure as described in Example 1, Step B to give the title compound as a yellow solid (0.73 g, 70%). The compound was characterized by the following spectroscopic data: Reactants: ClC(CN1C=NC=C1)C1=C(C=CC=C1)C (1-[2-chloro-2-(2-methylphenyl)ethyl]imidazole), [H-].[Na+] (sodium hydride), SC1=CC=C(C(=O)OC)C=C1 (methyl 4-mercaptobenzoate). Run in CN(C=O)C (dimethylformamide), CN(C=O)C (dimethylformamide). Conditions: time 30 minute. The product is CC1=C(C=CC=C1)C(CN1C=NC=C1)SC1=CC=C(C(=O)OC)C=C1 (Methyl 4-[1-(2-methylphenyl)-2-(imidazol-1-yl)ethylthio]benzoate). Reaction SMILES: [SH:1][C:2]1[CH:11]=[CH:10][C:5]([C:6]([O:8][CH3:9])=[O:7])=[CH:4][CH:3]=1.[H-].[Na+].Cl[CH:15]([C:22]1[CH:27]=[CH:26][CH:25]=[CH:24][C:23]=1[CH3:28])[CH2:16][N:17]1[CH:21]=[CH:20][N:19]=[CH:18]1>CN(C)C=O>[CH3:28][C:23]1[CH:24]=[CH:25][CH:26]=[CH:27][C:22]=1[CH:15]([S:1][C:2]1[CH:3]=[CH:4][C:5]([C:6]([O:8][CH3:9])=[O:7])=[CH:10][CH:11]=1)[CH2:16][N:17]1[CH:21]=[CH:20][N:19]=[CH:18]1 |f:1.2|. Reported procedure: 1.64 g of methyl 4-mercaptobenzoate was dissolved in 10.4 ml of dry dimethylformamide, and 424 mg of a 55% w/w suspension of sodium hydride in mineral oil were added, whilst ice-cooling. The resulting mixture was then stirred at room temperature for 30 minutes. 12 ml of dry dimethylformamide containing 2.15 g of 1-[2-chloro-2-(2-methylphenyl)ethyl]imidazole were added to the resulting solution, and the mixture was heated at a temperature between 60° and 70° C. for 5.5 hours. At the end of this t...